From a dataset of the Open Reaction Database (ORD), a public repository of structured organic reaction records. describe an organic reaction: reactants, conditions, products, and yield Reaction SMILES: [C:1]([O:5][C:6]([N:8]1[CH2:13][CH2:12][CH:11]([NH:14][C:15]2[CH:23]=[CH:22][C:18]3[N:19]=[CH:20][NH:21][C:17]=3[CH:16]=2)[CH2:10][CH2:9]1)=[O:7])([CH3:4])([CH3:3])[CH3:2].[H-].[Na+].[S:26](Cl)([C:29]1[CH:35]=[CH:34][C:32]([CH3:33])=[CH:31][CH:30]=1)(=[O:28])=[O:27].C(OCC)(=O)C>CN(C=O)C.O>[S:26]([N:19]1[C:18]2[CH:22]=[CH:23][C:15]([NH:14][CH:11]3[CH2:12][CH2:13][N:8]([C:6]([O:5][C:1]([CH3:4])([CH3:2])[CH3:3])=[O:7])[CH2:9][CH2:10]3)=[CH:16][C:17]=2[N:21]=[CH:20]1)([C:29]1[CH:35]=[CH:34][C:32]([CH3:33])=[CH:31][CH:30]=1)(=[O:28])=[O:27].[S:26]([N:21]1[C:17]2[CH:16]=[C:15]([NH:14][CH:11]3[CH2:12][CH2:13][N:8]([C:6]([O:5][C:1]([CH3:4])([CH3:2])[CH3:3])=[O:7])[CH2:9][CH2:10]3)[CH:23]=[CH:22][C:18]=2[N:19]=[CH:20]1)([C:29]1[CH:35]=[CH:34][C:32]([CH3:33])=[CH:31][CH:30]=1)(=[O:28])=[O:27] |f:1.2|. Reaction conditions: temperature 0 celsius, time 1 hour. Yields the product S(=O)(=O)(C1=CC=C(C)C=C1)N1C=NC2=C1C=CC(=C2)NC2CCN(CC2)C(=O)OC(C)(C)C (1-tosyl-5-((N-(tert-butoxycarbonyl)piperidin-4-yl)amino)benzimidazole), S(=O)(=O)(C1=CC=C(C)C=C1)N1C=NC2=C1C=C(C=C2)NC2CCN(CC2)C(=O)OC(C)(C)C (1-tosyl-6-((N-(tert-butoxycarbonyl)piperidin-4-yl)amino)benzimidazole). Reported procedure: To a solution of 5-((N-(tert-butoxycarbonyl)piperidin-4-yl)amino)benzimidazole (1.50 g, 4.75 mmol) in DMF (30 mL) at 0° C. was added NaH (210 mg, 5.2 mmol). The solution was stirred for 0.5 hours when tosyl chloride (1.0 g, 5.2 mmol) was added. The reaction mixture was stirred for 1 hour at 0° C. when it was worked up with ethyl acetate and water, dried (MgSO4), and concentrated to an oil to afford 1-tosyl-5-((N-(tert-butoxycarbonyl)piperidin-4-yl)amino)benzimidazole and its regioisomer, 1-tosyl... Reactants: C(C)(C)(C)OC(=O)N1CCC(CC1)NC1=CC2=C(N=CN2)C=C1 (5-((N-(tert-butoxycarbonyl)piperidin-4-yl)amino)benzimidazole), [H-].[Na+] (NaH), S(=O)(=O)(C1=CC=C(C)C=C1)Cl (tosyl chloride), C(C)(=O)OCC (ethyl acetate). Solvent: CN(C)C=O (DMF), O (water). Reactants: CC(C)(C)C(=O)Oc1ccc(C#N)cc1 (substrate), C1CCCCC1P(=O)C2CCCCC2 (effective_coupling_partner). Reagents/catalysts: dcype. Run at temperature 100 celsius, time 24 hour. Product: N#Cc3ccc(P(=O)(C1CCCCC1)C2CCCCC2)cc3. Reactants: C(C)(=O)C1=CC=C(C=C1)N=CN1C(NCC1)=N[N+](=O)[O-] (1-(4-acetylphenyliminomethyl)-2-nitroiminoimidazolidine), ClC1=NC=C(C=C1)CCl (2-chloro-5-chloromethylpyridine), C([O-])([O-])=O.[K+].[K+] (potassium carbonate), CS(=O)C (DMSO). Solvent: C(C)(=O)OCC (ethyl acetate), O (water). Run at temperature 60 celsius, time 1 hour. The product is ClC1=NC=C(C=C1)CN1C(N(CC1)C=NC1=CC=C(C=C1)C(C)=O)=N[N+](=O)[O-] (1-(2-chloropyridine-5-ylmethyl)-2-nitroimino-3-(4-acetylphenyliminomethyl)imidazolidine). The yield is 39.6%. As a reaction SMILES: [C:1]([C:4]1[CH:9]=[CH:8][C:7]([N:10]=[CH:11][N:12]2[CH2:16][CH2:15][NH:14][C:13]2=[N:17][N+:18]([O-:20])=[O:19])=[CH:6][CH:5]=1)(=[O:3])[CH3:2].[Cl:21][C:22]1[CH:27]=[CH:26][C:25]([CH2:28]Cl)=[CH:24][N:23]=1.C(=O)([O-])[O-].[K+].[K+].CS(C)=O>C(OCC)(=O)C.O>[Cl:21][C:22]1[CH:27]=[CH:26][C:25]([CH2:28][N:14]2[CH2:15][CH2:16][N:12]([CH:11]=[N:10][C:7]3[CH:8]=[CH:9][C:4]([C:1](=[O:3])[CH3:2])=[CH:5][CH:6]=3)[C:13]2=[N:17][N+:18]([O-:20])=[O:19])=[CH:24][N:23]=1 |f:2.3.4|. Procedure: A mixture of 3.00 g of 1-(4-acetylphenyliminomethyl)-2-nitroiminoimidazolidine, 2.12 g of 2-chloro-5-chloromethylpyridine, 3.01 g of potassium carbonate, and 7 ml of DMSO was agitated at 60° C. for 1 hour. The reaction mixture was poured into water, extracted with ethyl acetate, washed with water, dried and evaporated to obtain an oily residue. To the resultant oily residue was added ethyl acetate, followed by separation of the resultant crystals by filtration and drying to give 1.73 g of 1-(2-c... Reactants: Brc1cccnc1, [Li]CCCC, CCOCC, C1CCOC1, O=C1CCC(N2CCN(c3ccccn3)CC2)CC1. Yields the product OC1(c2cccnc2)CCC(N2CCN(c3ccccn3)CC2)CC1. RXN SMILES: [Br:1][c:2]1[cH:3][n:4][cH:5][cH:6][cH:7]1.[CH2:8]([Li:9])[CH2:10][CH2:11][CH3:12].[CH3:32][CH2:33][O:34][CH2:35][CH3:36].[O:37]1[CH2:38][CH2:39][CH2:40][CH2:41]1.[n:13]1[c:14]([N:19]2[CH2:20][CH2:21][N:22]([CH:25]3[CH2:26][CH2:27][C:28](=[O:31])[CH2:29][CH2:30]3)[CH2:23][CH2:24]2)[cH:15][cH:16][cH:17][cH:18]1>>[c:2]1([C:28]2([OH:31])[CH2:27][CH2:26][CH:25]([N:22]3[CH2:21][CH2:20][N:19]([c:14]4[n:13][cH:18][cH:17][cH:16][cH:15]4)[CH2:24][CH2:23]3)[CH2:30][CH2:29]2)[cH:3][n:4][cH:5][cH:6][cH:7]1. The reactants are Grignard reagent, Cl (hydrochloric acid), FC(C=1C=C(C=CC1)Br)(F)F (3-trifluoromethylphenyl bromide), [Mg] (magnesium), II (iodine), O=C(CCCC#N)C (5-oxohexanenitrile), Grignard reagent. Solvent: O (water), O1CCCC1 (tetrahydrofuran), O1CCCC1 (tetrahydrofuran). Reaction conditions: temperature 35 celsius. The product is OC(CCCC#N)(C)C1=CC(=CC=C1)C(F)(F)F (5-hydroxy-5-(3 -trifluoromethylphenyl)hexanenitrile). Isolated yield 49.0%. RXN SMILES: [F:1][C:2]([F:11])([F:10])[C:3]1[CH:4]=[C:5](Br)[CH:6]=[CH:7][CH:8]=1.[Mg].II.[O:15]=[C:16]([CH3:22])[CH2:17][CH2:18][CH2:19][C:20]#[N:21].Cl>O1CCCC1.O>[OH:15][C:16]([C:5]1[CH:6]=[CH:7][CH:8]=[C:3]([C:2]([F:11])([F:10])[F:1])[CH:4]=1)([CH3:22])[CH2:17][CH2:18][CH2:19][C:20]#[N:21]. Reported procedure: A mixture of 7.0 mL (0.05 mole) of 3-trifluoromethylphenyl bromide, 1.2 grams (0.05 mole) of magnesium and a crystal of iodine in about 70 mL of tetrahydrofuran was warmed to 35° C. to initiate the formation of the Grignard reagent. Upon formation of the Grignard reagent, the reaction mixture was cooled to ambient temperature and, with stirring, a solution of 5.8 mL (0.05 mole) of 5-oxohexanenitrile in 10 mL of tetrahydrofuran was added dropwise. The reaction mixture temperature increased to abo... Reactants: S1C=C(C=C1)CO (Thiophene-3-methanol), C1CCOC1 (THF), C(CCC)[Li] (n-Butyl lithium). Run at temperature -78 celsius, time 2 hour. The product is C1(CC1)C(O)C=1SC(=C(C1)CO)C (Cyclopropyl (5-methyl-4-hydroxymethylthien-2-yl) carbinol). RXN SMILES: [S:1]1[CH:5]=[CH:4][C:3]([CH2:6][OH:7])=[CH:2]1.[CH2:8]([Li])CCC.[CH2:13]1[CH2:17][O:16][CH2:15][CH2:14]1>>[CH:13]1([CH:17]([C:5]2[S:1][C:2]([CH3:8])=[C:3]([CH2:6][OH:7])[CH:4]=2)[OH:16])[CH2:14][CH2:15]1. Procedure details: Thiophene-3-methanol of formula UU-1 (4.56 g) is added to THF (100 mL) and cooled to -78° C. n-Butyl lithium (55 cc) is then added and the reaction stirred for 2 hours at -78° C. and then the cooling bath is removed for 30 minutes. The reaction temperature is again reduced to -78° C. and methyl iodide (5.68 g), in THF (5 mL), is added. The reaction is stirred for 1.3-1.0 hours at room temperature and then cooled back to -78° C. n-Butyl lithium is then added and the reaction is left stirring for ... Reactants: SC1=NC(=CC(=N1)O)O (2-mercaptopyrimidine-4,6-diol), ClC=1C(=C(CBr)C=CC1)F (3-chloro-2-fluorobenzyl bromide). Product: ClC=1C(=C(CSC2=NC(=CC(=N2)O)O)C=CC1)F (2-[(3-Chloro-2-fluorobenzyl)thio]pyrimidine-4,6-diol). RXN SMILES: [SH:1][C:2]1[N:7]=[C:6]([OH:8])[CH:5]=[C:4]([OH:9])[N:3]=1.[Cl:10][C:11]1[C:12]([F:19])=[C:13]([CH:16]=[CH:17][CH:18]=1)[CH2:14]Br>>[Cl:10][C:11]1[C:12]([F:19])=[C:13]([CH:16]=[CH:17][CH:18]=1)[CH2:14][S:1][C:2]1[N:7]=[C:6]([OH:8])[CH:5]=[C:4]([OH:9])[N:3]=1. Reported procedure: The subtitle compound was prepared by the method of Example 19 step i) using 2-mercaptopyrimidine-4,6-diol (20.0 g) and 3-chloro-2-fluorobenzyl bromide to afford the subtitle compound as a white solid. Yield: 36.2 g. Starting materials: CC(C)NNC(=O)c1ccccc1, CCN(C(C)C)C(C)C, O=C(O)CCc1ccccc1Oc1ccccc1, CN(C)C=O. Yields the product CC(C)N(NC(=O)c1ccccc1)C(=O)CCc1ccccc1Oc1ccccc1. RXN SMILES: [CH:19]([CH3:20])([CH3:21])[NH:22][NH:23][C:24]([c:25]1[cH:26][cH:27][cH:28][cH:29][cH:30]1)=[O:31].[CH:32]([N:33]([CH:34]([CH3:35])[CH3:36])[CH2:37][CH3:38])([CH3:39])[CH3:40].[O:1]([c:2]1[cH:3][cH:4][cH:5][cH:6][cH:7]1)[c:8]1[c:9]([CH2:14][CH2:15][C:16](=[O:17])[OH:18])[cH:10][cH:11][cH:12][cH:13]1.[O:41]=[CH:42][N:43]([CH3:44])[CH3:45]>>[O:1]([c:2]1[cH:3][cH:4][cH:5][cH:6][cH:7]1)[c:8]1[c:9]([CH2:14][CH2:15][C:16](=[O:18])[N:22]([CH:19]([CH3:20])[CH3:21])[NH:23][C:24]([c:25]2[cH:26][cH:27][cH:28][cH:29][cH:30]2)=[O:31])[cH:10][cH:11][cH:12][cH:13]1. Reactants: NC1=NC(=CC(=N1)N1C[C@H](CC[C@H]1C)C(=O)NC1C(CCCC1)C)C1=CC(=C(C=C1)C#N)F ((3S,6R)-1-[2-amino-6-(4-cyano-3-fluorophenyl)-4-pyrimidinyl]-6-methyl-N-(2-methylcyclohexyl)-3-piperidinecarboxamide), CCO (EtOH), CCN(C(C)C)C(C)C (Hunig's base), NN (hydrazine). Run in CO (CH3OH). Conditions: temperature 110 celsius, time 8 hour. Product: NC1=NC(=CC(=N1)N1C[C@H](CC[C@H]1C)C(=O)NC1C(CCCC1)C)C1=CC=C2C(=NNC2=C1)N ((3S,6R)-1-[2-Amino-6-(3-amino-1H-indazol-6-yl)-4-pyrimidinyl]-6-methyl-N-(2-methylcyclohexyl)-3-piperidinecarboxamide). Isolated yield 61.9%. As a reaction SMILES: [NH2:1][C:2]1[N:7]=[C:6]([N:8]2[C@H:13]([CH3:14])[CH2:12][CH2:11][C@H:10]([C:15]([NH:17][CH:18]3[CH2:23][CH2:22][CH2:21][CH2:20][CH:19]3[CH3:24])=[O:16])[CH2:9]2)[CH:5]=[C:4]([C:25]2[CH:30]=[CH:29][C:28]([C:31]#[N:32])=[C:27](F)[CH:26]=2)[N:3]=1.CCO.CCN(C(C)C)C(C)C.[NH2:46][NH2:47]>CO>[NH2:1][C:2]1[N:7]=[C:6]([N:8]2[C@H:13]([CH3:14])[CH2:12][CH2:11][C@H:10]([C:15]([NH:17][CH:18]3[CH2:23][CH2:22][CH2:21][CH2:20][CH:19]3[CH3:24])=[O:16])[CH2:9]2)[CH:5]=[C:4]([C:25]2[CH:26]=[C:27]3[C:28]([C:31]([NH2:32])=[N:46][NH:47]3)=[CH:29][CH:30]=2)[N:3]=1. Reported procedure: Into a microwave tube, (3S,6R)-1-[2-amino-6-(4-cyano-3-fluorophenyl)-4-pyrimidinyl]-6-methyl-N-(2-methylcyclohexyl)-3-piperidinecarboxamide (192 mg, 0.426 mmol), EtOH (5 mL), Hunig's base (0.074 ml, 0.426 mmol), and hydrazine anhydrous (0.08 mL, 2.56 mmol) were added, and the yellow suspension mixture was heated overnight at 110° C. in an oil bath. When the temperature of the reaction reached to 100° C., the solid in the mixture was all dissolved. After overnight, there was a yellow solution as ... Reported procedure: In a mixed solvent consisting of 15 ml of methanol, 6 ml of tetrahydrofuran, 1.5 ml of water and 6 ml of methylene chloride was dissolved 740 mg of (3R,5R)-3-(3-benzylideneamino-2-oxoimidazolidin-1-yl)-6-(3,5-di-tert-butyl-4-hydroxybenzylideneamino)-6-methoxy-3-(p-nitrobenzyloxycarbonyl)-7-oxo-4-thia-1-azabicyclo-[3.2.0]heptane. Thereto was added 240 mg of a Girard reagent (2-hydrazino-N,N,N-trimethyl-2-oxoethanaminium chloride). The mixture was stirred at room temperature for 1 hour. To the rea... The yield is 60.5%. Product: NC1([C@H]2S[C@](CN2C1=O)(C(=O)OCC1=CC=C(C=C1)[N+](=O)[O-])N1C(N(CC1)N=CC1=CC=CC=C1)=O)OC ((3R,5R)-6-amino-3-(3-benzylideneamino-2-oxoimidazolidin-1-yl)-6-methoxy-3-(p-nitrobenzyloxycarbonyl)-7-oxo-4-thia-1-azabicyclo[3.2.0]heptane). Run in O (water), C(Cl)Cl (methylene chloride), C(Cl)Cl (methylene chloride), O (water). The reactants are CO (methanol), C(O)([O-])=O.[Na+] (sodium hydrogencarbonate), O1CCCC1 (tetrahydrofuran), C(C1=CC=CC=C1)=NN1C(N(CC1)[C@@]1(CN2C(C([C@H]2S1)(OC)N=CC1=CC(=C(C(=C1)C(C)(C)C)O)C(C)(C)C)=O)C(=O)OCC1=CC=C(C=C1)[N+](=O)[O-])=O ((3R,5R)-3-(3-benzylideneamino-2-oxoimidazolidin-1-yl)-6-(3,5-di-tert-butyl-4-hydroxybenzylideneamino)-6-methoxy-3-(p-nitrobenzyloxycarbonyl)-7-oxo-4-thia-1-azabicyclo-[3.2.0]heptane). Conditions: time 1 hour. Reagents/catalysts: [Cl-].N(N)C(C[N+](C)(C)C)=O (2-hydrazino-N,N,N-trimethyl-2-oxoethanaminium chloride). RXN SMILES: CO.O1CCCC1.[CH:8](=[N:15][N:16]1[CH2:20][CH2:19][N:18]([C@@:21]2([C:48]([O:50][CH2:51][C:52]3[CH:57]=[CH:56][C:55]([N+:58]([O-:60])=[O:59])=[CH:54][CH:53]=3)=[O:49])[S:27][C@H:26]3[N:23]([C:24](=[O:47])[C:25]3([N:30]=CC3C=C(C(C)(C)C)C(O)=C(C(C)(C)C)C=3)[O:28][CH3:29])[CH2:22]2)[C:17]1=[O:61])[C:9]1[CH:14]=[CH:13][CH:12]=[CH:11][CH:10]=1.C(=O)([O-])O.[Na+]>[Cl-].N(C(=O)C[N+](C)(C)C)N.O.C(Cl)Cl>[NH2:30][C:25]1([O:28][CH3:29])[C:24](=[O:47])[N:23]2[C@@H:26]1[S:27][C@@:21]([N:18]1[CH2:19][CH2:20][N:16]([N:15]=[CH:8][C:9]3[CH:10]=[CH:11][CH:12]=[CH:13][CH:14]=3)[C:17]1=[O:61])([C:48]([O:50][CH2:51][C:52]1[CH:57]=[CH:56][C:55]([N+:58]([O-:60])=[O:59])=[CH:54][CH:53]=1)=[O:49])[CH2:22]2 |f:3.4,5.6|.